From a dataset of the Open Reaction Database (ORD), a public repository of structured organic reaction records. describe an organic reaction: reactants, conditions, products, and yield Reactants: O=C([O-])[O-], CCOC(=O)c1ccc2c(c1)CC(C)(C)C(c1cc(C)cc(Br)c1)N2, C1COCCN1, CN(C)CC(=O)O, CS(C)=O, CCOC(C)=O, [Cu]I, [K+], [K+]. The product is CCOC(=O)c1ccc2c(c1)CC(C)(C)C(c1cc(C)cc(N3CCOCC3)c1)N2. Reaction SMILES: [C:39](=[O:40])([O-:41])[O-:42].[CH2:1]([CH3:2])[O:3][C:4](=[O:5])[c:6]1[cH:7][c:8]2[c:13]([cH:14][cH:15]1)[NH:12][CH:11]([c:16]1[cH:17][c:18]([Br:23])[cH:19][c:20]([CH3:22])[cH:21]1)[C:10]([CH3:24])([CH3:25])[CH2:9]2.[CH2:26]1[CH2:27][O:28][CH2:29][CH2:30][NH:31]1.[CH3:32][N:33]([CH2:34][C:35](=[O:36])[OH:37])[CH3:38].[CH3:45][S:46]([CH3:47])=[O:48].[CH3:51][CH2:52][O:53][C:54](=[O:55])[CH3:56].[Cu:49][I:50].[K+:43].[K+:44]>>[CH2:1]([CH3:2])[O:3][C:4](=[O:5])[c:6]1[cH:7][c:8]2[c:13]([cH:14][cH:15]1)[NH:12][CH:11]([c:16]1[cH:17][c:18]([N:31]3[CH2:26][CH2:27][O:28][CH2:29][CH2:30]3)[cH:19][c:20]([CH3:22])[cH:21]1)[C:10]([CH3:24])([CH3:25])[CH2:9]2. Starting materials: N(N)C1=NCCC2=CC=CC=C12 (1-hydrazino-3,4-dihydroisoquinoline), C(C)=O (acetaldehyde), C(C)O (ethanol), S(O)(O)(=O)=O (sulfuric acid). Run in CCOCC (Ether). Product: C(C)=NNC1=NCCC2=CC=CC=C12 (1-(2-ethylidenehydrazino)-3,4-dihydroisoquinoline). RXN SMILES: [NH:1]([C:3]1[C:12]2[C:7](=[CH:8][CH:9]=[CH:10][CH:11]=2)[CH2:6][CH2:5][N:4]=1)[NH2:2].[CH:13](=O)[CH3:14].C(O)C.S(=O)(=O)(O)O>CCOCC>[CH:13](=[N:2][NH:1][C:3]1[C:12]2[C:7](=[CH:8][CH:9]=[CH:10][CH:11]=2)[CH2:6][CH2:5][N:4]=1)[CH3:14]. Procedure details: A mixture of 1-ethoxy-3,4-dihydroisoquinoline (1.0 g.), hydrazine monohydrochloride (0.4 g.) and absolute ethanol (15 ml.) was heated under reflux (for 40 min.). The solution was cooled, filtered and concentrated and the residue was recrystallized from ethanol-ether, affording 1-hydrazino-3,4-dihydroisoquinoline hydrochloride (0.9 g., m.p. 205°-207° C.). C. A mixture of 1-hydrazino-3,4-dihydroisoquinoline (8.0 g.), acetaldehyde (20 ml.) and ethanol (20 ml.) was allowed to stand at room temperatu... Procedure details: 1-(1-(4-chlorobenzyl)-1H-indole-2-carbonyl)piperidine-4-carboxylic acid (100 mg, 0.252 mmol), 1-hydroxybenzotriazole (68.1 mg, 0.504 mmol) and EDCI (97 mg, 0.504 mmol) were dissolved in DCM (Volume: 4.0 ml). The suspension was stirred at room temperature for 10 minutes where it turned clear. Hunig'sBase (0.088 ml, 0.504 mmol) and 1-(pyridin-3-ylmethyl)piperazine (100 mg, 0.564 mmol) were added. The reaction was stirred at room temperature overnight. It was diluted with water and ethyl acetate. T... Run at time 10 minute. Reaction SMILES: [Cl:1][C:2]1[CH:28]=[CH:27][C:5]([CH2:6][N:7]2[C:15]3[C:10](=[CH:11][CH:12]=[CH:13][CH:14]=3)[CH:9]=[C:8]2[C:16]([N:18]2[CH2:23][CH2:22][CH:21]([C:24](O)=[O:25])[CH2:20][CH2:19]2)=[O:17])=[CH:4][CH:3]=1.ON1C2C=CC=CC=2N=N1.CCN=C=NCCCN(C)C.[N:50]1[CH:55]=[CH:54][CH:53]=[C:52]([CH2:56][N:57]2[CH2:62][CH2:61][NH:60][CH2:59][CH2:58]2)[CH:51]=1>C(Cl)Cl.O.C(OCC)(=O)C>[Cl:1][C:2]1[CH:28]=[CH:27][C:5]([CH2:6][N:7]2[C:15]3[C:10](=[CH:11][CH:12]=[CH:13][CH:14]=3)[CH:9]=[C:8]2[C:16]([N:18]2[CH2:19][CH2:20][CH:21]([C:24]([N:60]3[CH2:61][CH2:62][N:57]([CH2:56][C:52]4[CH:51]=[N:50][CH:55]=[CH:54][CH:53]=4)[CH2:58][CH2:59]3)=[O:25])[CH2:22][CH2:23]2)=[O:17])=[CH:4][CH:3]=1. Yields the product ClC1=CC=C(CN2C(=CC3=CC=CC=C23)C(=O)N2CCC(CC2)C(=O)N2CCN(CC2)CC=2C=NC=CC2)C=C1 ((1-(4-chlorobenzyl)-1H-indol-2-yl)(4-(4-(pyridin-3-ylmethyl)piperazine-1-carbonyl)piperidin-1-yl)methanone). Reactants: N1=CC(=CC=C1)CN1CCNCC1 (1-(pyridin-3-ylmethyl)piperazine), ClC1=CC=C(CN2C(=CC3=CC=CC=C23)C(=O)N2CCC(CC2)C(=O)O)C=C1 (1-(1-(4-chlorobenzyl)-1H-indole-2-carbonyl)piperidine-4-carboxylic acid), ON1N=NC2=C1C=CC=C2 (1-hydroxybenzotriazole), CCN=C=NCCCN(C)C (EDCI). The solvent is C(Cl)Cl (DCM), O (water), C(C)(=O)OCC (ethyl acetate). The reactants are Cl (HCl), COC1=C(C(=CC=C1)OC)C (2,6-dimethoxytoluene), FC1=C(C(=O)Cl)C=CC=C1 (o-fluorobenzoyl chloride), [Al+3].[Cl-].[Cl-].[Cl-] (AlCl3). Solvent: ClC(C)Cl (dichloroethane). Run at temperature 5 celsius, time 18 hour. The product is FC1=C(C=CC=C1)C(C1=C(C(=C(C=C1)OC)C)O)=O (2'-fluoro-2-hydroxy-4-methoxy-3-methylbenzophenone). RXN SMILES: C[O:2][C:3]1[CH:8]=[CH:7][CH:6]=[C:5]([O:9][CH3:10])[C:4]=1[CH3:11].[F:12][C:13]1[CH:21]=[CH:20][CH:19]=[CH:18][C:14]=1[C:15](Cl)=[O:16].[Al+3].[Cl-].[Cl-].[Cl-].Cl>ClC(Cl)C>[F:12][C:13]1[CH:21]=[CH:20][CH:19]=[CH:18][C:14]=1[C:15](=[O:16])[C:8]1[CH:7]=[CH:6][C:5]([O:9][CH3:10])=[C:4]([CH3:11])[C:3]=1[OH:2] |f:2.3.4.5|. Reported procedure: 2,6-dimethoxytoluene (20.0 g) and o-fluorobenzoyl chloride (19.8 g) are dissolved in 250 ml of dichloroethane and chilled to 5° C. AlCl3 is added portiowise and when the addition is complete the reaction mixture is allowed to warm to room temperature over 30 minutes, then refluxed 30 minutes. It is then poured into 5% HCl and allowed to stand undisturbed 18 hours. Extraction with ether, followed by drying and concentration, gives crystalline material that is washed with hexane to give 2'-fluoro-... The reactants are O=C([O-])[O-], Cc1sc2cc(O)ccc2c1C(=O)NC1CC1, COCC1CCCN1C(=O)c1cc2nccc(Cl)c2s1, [Cs+], [Cs+]. Product: COCC1CCCN1C(=O)c1cc2nccc(Oc3ccc4c(C(=O)NC5CC5)c(C)sc4c3)c2s1. Reaction SMILES: [C:38](=[O:39])([O-:40])[O-:41].[CH:21]1([NH:24][C:25](=[O:26])[c:27]2[c:28]3[c:29]([s:30][c:31]2[CH3:32])[cH:33][c:34]([OH:37])[cH:35][cH:36]3)[CH2:22][CH2:23]1.[Cl:1][c:2]1[c:3]2[c:4]([n:5][cH:6][cH:7]1)[cH:8][c:9]([C:11](=[O:12])[N:13]1[CH:14]([CH2:18][O:19][CH3:20])[CH2:15][CH2:16][CH2:17]1)[s:10]2.[Cs+:42].[Cs+:43]>>[c:2]1([O:37][c:34]2[cH:33][c:29]3[c:28]([c:27]([C:25]([NH:24][CH:21]4[CH2:22][CH2:23]4)=[O:26])[c:31]([CH3:32])[s:30]3)[cH:36][cH:35]2)[c:3]2[c:4]([n:5][cH:6][cH:7]1)[cH:8][c:9]([C:11](=[O:12])[N:13]1[CH:14]([CH2:18][O:19][CH3:20])[CH2:15][CH2:16][CH2:17]1)[s:10]2.